Dataset: the Open Reaction Database (ORD), a public repository of structured organic reaction records. Task: describe an organic reaction: reactants, conditions, products, and yield Starting materials: CN1N=C(C=C1)N (1-methyl-1H-pyrazol-3-ylamine), CC1(OC(CC(O1)=O)=O)C (2,2-dimethyl-[1,3]dioxane-4,6-dione), C(C)OC(OCC)OCC (triethylorthoformate). Run in CCO (EtOH). Run at temperature 100 celsius. Yields the product CC1(OC(C(C(O1)=O)=CNC1=NN(C=C1)C)=O)C (2,2-Dimethyl-5-[(1-methyl-1H-pyrazol-3-ylamino)-methylene]-[1,3]dioxane-4,6-dione). Yield: 66.7%. As a reaction SMILES: [CH3:1][N:2]1[CH:6]=[CH:5][C:4]([NH2:7])=[N:3]1.[CH3:8][C:9]1([CH3:17])[O:14][C:13](=[O:15])[CH2:12][C:11](=[O:16])[O:10]1.[CH2:18](OC(OCC)OCC)C>CCO>[CH3:8][C:9]1([CH3:17])[O:14][C:13](=[O:15])[C:12](=[CH:18][NH:7][C:4]2[CH:5]=[CH:6][N:2]([CH3:1])[N:3]=2)[C:11](=[O:16])[O:10]1. Procedure: A mixture of 1-methyl-1H-pyrazol-3-ylamine (1.05 g, 10.8 mmol), 2,2-dimethyl-[1,3]dioxane-4,6-dione (1.71 g, 11.9 mmol), and triethylorthoformate (1.60 g, 10.8 mmol,) in a 25 mL round bottomed flask was heated in a 100° C. oil bath for 15 min. The mixture was cooled to room temperature and EtOH (10 mL) was added. The reaction mixture was heated to dissolve all solids and then cooled back to room temperature. The solid that was formed was isolated by filtration, rinsed with ethanol, and dried to ... The reactants are CCCCCCCCCCCCCCOCC1OC1(C)C, CCO, NCCO. Product: CCCCCCCCCCCCCCOCC(NCCO)C(C)(C)O. As a reaction SMILES: [CH2:5]([CH2:6][CH2:7][CH2:8][CH2:9][CH2:10][CH2:11][CH2:12][CH2:13][CH2:14][CH2:15][CH2:16][CH2:17][CH3:18])[O:19][CH2:20][CH:21]1[C:22]([CH3:23])([CH3:24])[O:25]1.[CH3:26][CH2:27][OH:28].[NH2:1][CH2:2][CH2:3][OH:4]>>[NH:1]([CH2:2][CH2:3][OH:4])[CH:21]([CH2:20][O:19][CH2:5][CH2:6][CH2:7][CH2:8][CH2:9][CH2:10][CH2:11][CH2:12][CH2:13][CH2:14][CH2:15][CH2:16][CH2:17][CH3:18])[C:22]([CH3:23])([CH3:24])[OH:25]. RXN SMILES: Cl[C:2]1[C:11]2[C:6](=[CH:7][CH:8]=[C:9]([N+:12]([O-:14])=[O:13])[CH:10]=2)[N:5]=[CH:4][N:3]=1.[N:15]1[CH:20]=[CH:19][CH:18]=[CH:17][C:16]=1[CH2:21][O:22][C:23]1[CH:28]=[CH:27][C:26]([NH2:29])=[C:25]([F:30])[CH:24]=1>>[F:30][C:25]1[CH:24]=[C:23]([O:22][CH2:21][C:16]2[CH:17]=[CH:18][CH:19]=[CH:20][N:15]=2)[CH:28]=[CH:27][C:26]=1[NH:29][C:2]1[C:11]2[C:6](=[CH:7][CH:8]=[C:9]([N+:12]([O-:14])=[O:13])[CH:10]=2)[N:5]=[CH:4][N:3]=1. Isolated yield 98.0%. Procedure: Using an analogous procedure to that described in the first paragraph of the portion of Example 42 which is concerned with the preparation of starting materials, 4-chloro-6-nitroquinazoline was reacted with 4-amino-3-fluorophenyl 2-pyridylmethyl ether to give 4-[2-fluoro-4-(2-pyridylmethoxy)anilino]-6-nitroquinazoline in 98% yield. Reactants: ClC1=NC=NC2=CC=C(C=C12)[N+](=O)[O-] (4-chloro-6-nitroquinazoline), N1=C(C=CC=C1)COC1=CC(=C(C=C1)N)F (4-amino-3-fluorophenyl 2-pyridylmethyl ether). Yields the product FC1=C(NC2=NC=NC3=CC=C(C=C23)[N+](=O)[O-])C=CC(=C1)OCC1=NC=CC=C1 (4-[2-fluoro-4-(2-pyridylmethoxy)anilino]-6-nitroquinazoline). Starting materials: C(=O)(O)C=1OC2=C(C(C1)=O)C=C(C(=C2)NS(=O)(=O)C)OC2=CC=CC=C2 (2-carboxy-7-methylsulfonylamino-6-phenoxy-4H-1-benzopyran-4-one), S(=O)(Cl)Cl (thionyl chloride), CN(C=O)C (N,N-dimethylformamide). Solvent: C(Cl)Cl (methylene chloride). Yields the product CS(=O)(=O)NC1=CC2=C(C(C=C(O2)C(=O)Cl)=O)C=C1OC1=CC=CC=C1 (7-methylsulfonylamino-6-phenoxy-4H-1-benzopyran-4-one-2-carboxylic acid chloride). Yield: 98.5%. RXN SMILES: [C:1]([C:4]1[O:5][C:6]2[CH:14]=[C:13]([NH:15][S:16]([CH3:19])(=[O:18])=[O:17])[C:12]([O:20][C:21]3[CH:26]=[CH:25][CH:24]=[CH:23][CH:22]=3)=[CH:11][C:7]=2[C:8](=[O:10])[CH:9]=1)(O)=[O:2].S(Cl)([Cl:29])=O.CN(C)C=O>C(Cl)Cl>[CH3:19][S:16]([NH:15][C:13]1[C:12]([O:20][C:21]2[CH:26]=[CH:25][CH:24]=[CH:23][CH:22]=2)=[CH:11][C:7]2[C:8](=[O:10])[CH:9]=[C:4]([C:1]([Cl:29])=[O:2])[O:5][C:6]=2[CH:14]=1)(=[O:18])=[O:17]. Reported procedure: 3.0 g of 2-carboxy-7-methylsulfonylamino-6-phenoxy-4H-1-benzopyran-4-one was suspended in 30 ml of methylene chloride. Thereto were added 3.8 g of thionyl chloride and 0.1 ml of N,N-dimethylformamide. The mixture was refluxed for 1.5 hours. After the completion of the reaction, the solvent was removed by distillation under reduced pressure to obtain 3.1 g (yield: 98.4%) of 7-methylsulfonylamino-6-phenoxy-4H-1-benzopyran-4-one-2-carboxylic acid chloride. The yield is 68.0%. Product: ClC1=CC=C2C3=C(C=NC2=C1)C1=C(N3)CCN(C1)C(=O)NC1=CC=CC=C1 (3-Chloro-7,9,10,11-tetrahydro-N-phenyl-8H-pyrido-[3',4':4,5]pyrrolo[3,2-c]quinoline-8-carboxamide). Conditions: time 3 day. Procedure: A mixture of 0.35 g (1.4 mmol) of 3-chloro-8,9,10,11-tetrahydro-7H-pyrido[3',4':4,5]pyrrolo[3,2-c]quinoline 0.185 (1.6 mmol) of phenylisocyanate and 10 ml of tetrahydrofuran is stirred at room temperature for 3 days. The reaction mixture is filtered and the solid collected is triturated in ether to yield 0.35 g (68%) of the title compound as an off white solid: m.p.>260° C.; m/e 299. Reactants: ClC1=CC=C2C3=C(C=NC2=C1)C1=C(N3)CCNC1 (3-chloro-8,9,10,11-tetrahydro-7H-pyrido[3',4':4,5]pyrrolo[3,2-c]quinoline), C1(=CC=CC=C1)N=C=O (phenylisocyanate). The solvent is O1CCCC1 (tetrahydrofuran). As a reaction SMILES: [Cl:1][C:2]1[CH:11]=[C:10]2[C:5]([C:6]3[NH:14][C:13]4[CH2:15][CH2:16][NH:17][CH2:18][C:12]=4[C:7]=3[CH:8]=[N:9]2)=[CH:4][CH:3]=1.[C:19]1([N:25]=[C:26]=[O:27])[CH:24]=[CH:23][CH:22]=[CH:21][CH:20]=1>O1CCCC1>[Cl:1][C:2]1[CH:11]=[C:10]2[C:5]([C:6]3[NH:14][C:13]4[CH2:15][CH2:16][N:17]([C:26]([NH:25][C:19]5[CH:24]=[CH:23][CH:22]=[CH:21][CH:20]=5)=[O:27])[CH2:18][C:12]=4[C:7]=3[CH:8]=[N:9]2)=[CH:4][CH:3]=1. Starting materials: [S] (sulfur), C(C)(C)(C)S (tert-butyl mercaptan), [S] (sulfur). Solvent: C(C)N(CC)CC (triethylamine), C(C)N(CC)CC (triethylamine). Conditions: temperature 40 celsius. Product: CC(C)(C)SC(C)(C)C (Di-tert-Butyl Polysulfide). Yield: 144.1%. RXN SMILES: [S].[C:2]([SH:6])([CH3:5])([CH3:4])[CH3:3]>C(N(CC)CC)C>[CH3:3][C:2]([S:6][C:2]([CH3:5])([CH3:4])[CH3:3])([CH3:5])[CH3:4] |^3:0|. Procedure: Into a flask was placed 106.6 g of sulfur (3.33 mol) and 200.0 g (250 mL, 2.22 mol) of tert-butyl mercaptan. To the stirring mixture under a nitrogen atmosphere was cautiously added few drops of triethylamine. Vigorous gas evolution occurred and the temperature rose to 35° C. When the vigorous reaction subsided, the reaction mixture was heated to 40° C. for 1 hour. Additional triethylamine was added to a total of 2.22 g, (0.022 mol, 3.06 mL). The sulfur dissolved. The material was heated at 85° ...